This data is from the Open Reaction Database (ORD), a public repository of structured organic reaction records. The task is: describe an organic reaction: reactants, conditions, products, and yield The reactants are COc1cc(NC(=O)C(C)(C)C)ccc1Cl, [Li]CCCC, BrCCBr, C1CCOC1. Product: COc1c(Cl)ccc(NC(=O)C(C)(C)C)c1Br. Reaction SMILES: [C:1]([C:2]([CH3:3])([CH3:4])[CH3:5])(=[O:6])[NH:7][c:8]1[cH:9][c:10]([O:15][CH3:16])[c:11]([Cl:14])[cH:12][cH:13]1.[CH2:17]([Li:18])[CH2:19][CH2:20][CH3:21].[CH2:22]([Br:23])[CH2:25][Br:24].[O:26]1[CH2:27][CH2:28][CH2:29][CH2:30]1>>[C:1]([C:2]([CH3:3])([CH3:4])[CH3:5])(=[O:6])[NH:7][c:8]1[c:9]([Br:24])[c:10]([O:15][CH3:16])[c:11]([Cl:14])[cH:12][cH:13]1. Reactants: ClC1=C(C=CC=C1)C=1C(=O)NC(C1)=O (2-(2-chlorophenyl)maleimide), NC1=CC=CC=C1 (aniline). Run in C(C)O (ethanol). Product: ClC1=C(C=CC=C1)C1C(=O)NC(C1NC1=CC=CC=C1)=O (2-(2-chlorophenyl)-3-anilinosuccinimide). RXN SMILES: [Cl:1][C:2]1[CH:7]=[CH:6][CH:5]=[CH:4][C:3]=1[C:8]1[C:9]([NH:11][C:12](=[O:14])[CH:13]=1)=[O:10].[NH2:15][C:16]1[CH:21]=[CH:20][CH:19]=[CH:18][CH:17]=1>C(O)C>[Cl:1][C:2]1[CH:7]=[CH:6][CH:5]=[CH:4][C:3]=1[CH:8]1[CH:13]([NH:15][C:16]2[CH:21]=[CH:20][CH:19]=[CH:18][CH:17]=2)[C:12](=[O:14])[NH:11][C:9]1=[O:10]. Procedure details: A solution of 2-(2-chlorophenyl)maleimide (4.70 g) and aniline (3.069) in ethanol (50 ml) is refluxed for 38 hours. The reaction mixture is concentrated and the residue is subjected to silica gel chromatography, with elution being carried out with n-hexane-ethyl acetate (4:1-1:1) to give 2-(2-chlorophenyl)-3-anilinosuccinimide (oil) (3.71 g) The reactants are CCCCBr, [Li]C(C)(C)C, C1CCOC1, c1ccc2sccc2c1. Yields the product CCCCc1cc2ccccc2s1. As a reaction SMILES: [Br:15][CH2:16][CH2:17][CH2:18][CH3:19].[C:10]([Li:11])([CH3:12])([CH3:13])[CH3:14].[CH2:20]1[O:21][CH2:22][CH2:23][CH2:24]1.[s:1]1[c:2]2[c:3]([cH:4][cH:5]1)[cH:6][cH:7][cH:8][cH:9]2>>[s:1]1[c:2]2[c:3]([cH:4][c:5]1[CH2:16][CH2:17][CH2:18][CH3:19])[cH:6][cH:7][cH:8][cH:9]2. Reactants: CCN(CC)CCCNc1nc(NC2CCNCC2)c2ccccc2n1, Cn1ccc2cccc(C=O)c21, CO. Yields the product CCN(CC)CCCNc1nc(NC2CCN(Cc3cccc4ccn(C)c34)CC2)c2ccccc2n1. RXN SMILES: [CH2:1]([CH3:2])[N:3]([CH2:4][CH2:5][CH2:6][NH:7][c:8]1[n:9][c:10]2[cH:11][cH:12][cH:13][cH:14][c:15]2[c:16]([NH:18][CH:19]2[CH2:20][CH2:21][NH:22][CH2:23][CH2:24]2)[n:17]1)[CH2:25][CH3:26].[CH3:27][n:28]1[cH:29][cH:30][c:31]2[cH:32][cH:33][cH:34][c:35]([CH:37]=[O:38])[c:36]12.[CH3:39][OH:40]>>[CH2:1]([CH3:2])[N:3]([CH2:4][CH2:5][CH2:6][NH:7][c:8]1[n:9][c:10]2[cH:11][cH:12][cH:13][cH:14][c:15]2[c:16]([NH:18][CH:19]2[CH2:20][CH2:21][N:22]([CH2:37][c:35]3[cH:34][cH:33][cH:32][c:31]4[cH:30][cH:29][n:28]([CH3:27])[c:36]43)[CH2:23][CH2:24]2)[n:17]1)[CH2:25][CH3:26]. The reactants are O=C(O)c1ccc(C2CC2)c(-c2cccc(Cl)c2)n1, CNC(=O)C(C)(C)N. The product is CNC(=O)C(C)(C)NC(=O)c1ccc(C2CC2)c(-c2cccc(Cl)c2)n1. As a reaction SMILES: [Cl:1][c:2]1[cH:3][c:4](-[c:8]2[c:9]([CH:17]3[CH2:18][CH2:19]3)[cH:10][cH:11][c:12]([C:14](=[O:15])[OH:16])[n:13]2)[cH:5][cH:6][cH:7]1.[NH2:20][C:21]([C:22](=[O:23])[NH:24][CH3:25])([CH3:26])[CH3:27]>>[Cl:1][c:2]1[cH:3][c:4](-[c:8]2[c:9]([CH:17]3[CH2:18][CH2:19]3)[cH:10][cH:11][c:12]([C:14](=[O:16])[NH:20][C:21]([C:22](=[O:23])[NH:24][CH3:25])([CH3:26])[CH3:27])[n:13]2)[cH:5][cH:6][cH:7]1. Starting materials: CC1(OB(OC1(C)C)C1=C(C=C(C=C1)S(=O)(=O)C(F)(F)F)C)C (4,4,5,5-tetramethyl-2-(2-methyl-4-(trifluoromethylsulfonyl)phenyl)-1,3,2-dioxaborolane), ClC1=NN=CC2=CC(=CC=C12)C=1C=C(C(=O)OC)C=CC1C (methyl 3-(1-chlorophthalazin-6-yl)-4-methylbenzoate). The product is CC1=C(C=C(C(=O)OC)C=C1)C=1C=C2C=NN=C(C2=CC1)C1=C(C=C(C=C1)S(=O)(=O)C(F)(F)F)C (Methyl 4-methyl-3-(1-(2-methyl-4-(trifluoromethylsulfonyl)phenyl)phthalazin-6-yl)benzoate). RXN SMILES: CC1(C)C(C)(C)OB([C:9]2[CH:14]=[CH:13][C:12]([S:15]([C:18]([F:21])([F:20])[F:19])(=[O:17])=[O:16])=[CH:11][C:10]=2[CH3:22])O1.Cl[C:25]1[C:34]2[C:29](=[CH:30][C:31]([C:35]3[CH:36]=[C:37]([CH:42]=[CH:43][C:44]=3[CH3:45])[C:38]([O:40][CH3:41])=[O:39])=[CH:32][CH:33]=2)[CH:28]=[N:27][N:26]=1>>[CH3:45][C:44]1[CH:43]=[CH:42][C:37]([C:38]([O:40][CH3:41])=[O:39])=[CH:36][C:35]=1[C:31]1[CH:30]=[C:29]2[C:34](=[CH:33][CH:32]=1)[C:25]([C:9]1[CH:14]=[CH:13][C:12]([S:15]([C:18]([F:19])([F:20])[F:21])(=[O:16])=[O:17])=[CH:11][C:10]=1[CH3:22])=[N:26][N:27]=[CH:28]2. Procedure details: Methyl 4-methyl-3-(1-(2-methyl-4-(trifluoromethylsulfonyl)phenyl)phthalazin-6-yl)benzoate was prepared according to the procedure described in Example 223, using 4,4,5,5-tetramethyl-2-(2-methyl-4-(trifluoromethylsulfonyl)phenyl)-1,3,2-dioxaborolane and methyl 3-(1-chlorophthalazin-6-yl)-4-methylbenzoate as starting materials. MS (ESI, pos. ion) m/z: 500.9 (M+1).